Task: describe an organic reaction: reactants, conditions, products, and yield. Dataset: the Open Reaction Database (ORD), a public repository of structured organic reaction records The reactants are C(C1=CC=CC=C1)N1C(C(=CC=C1)OCC1=CC=CC=C1)=O (1-Benzyl-3-benzyloxy-1H-pyridin-2-one), [H][H] (hydrogen). Reagents/catalysts: [Pd] (Pd-C). Run in CO (methanol). Yields the product C(C1=CC=CC=C1)N1C(C(=CC=C1)O)=O (N-benzyl-3-hydroxypyridin-2-one). Reaction SMILES: [CH2:1]([N:8]1[CH:13]=[CH:12][CH:11]=[C:10]([O:14]CC2C=CC=CC=2)[C:9]1=[O:22])[C:2]1[CH:7]=[CH:6][CH:5]=[CH:4][CH:3]=1.[H][H]>CO.[Pd]>[CH2:1]([N:8]1[CH:13]=[CH:12][CH:11]=[C:10]([OH:14])[C:9]1=[O:22])[C:2]1[CH:3]=[CH:4][CH:5]=[CH:6][CH:7]=1. Reported procedure: 1-Benzyl-3-benzyloxy-1H-pyridin-2-one (Ghosh etal, J. Org. Chem. 1989, 54, 5073) is dissolved in anhydrous methanol (10 mL) and to the thoroughly degassed solution is added a catalytic amount of Pd-C (0.1%). The mixture is hydrogenated under a balloon of hydrogen, until all the starting material is consumed. At the completion, the solution is filtered through Celite™. The solvent is removed in vacuo, and the residue is washed with ether, to afford the desired product. Product: COC(=O)c1nn(CCN=[N+]=[N-])c(C(=O)OC)c1OCc1ccccc1. As a reaction SMILES: [CH2:1]([c:2]1[cH:3][cH:4][cH:5][cH:6][cH:7]1)[O:8][c:9]1[c:10]([C:21](=[O:22])[O:23][CH3:24])[n:11][n:12]([CH2:18][CH2:19][Br:20])[c:13]1[C:14](=[O:15])[O:16][CH3:17].[N-:26]=[N+:27]=[N-:28].[Na+:25].[O:29]=[CH:30][N:31]([CH3:32])[CH3:33]>>[CH2:1]([c:2]1[cH:3][cH:4][cH:5][cH:6][cH:7]1)[O:8][c:9]1[c:10]([C:21](=[O:22])[O:23][CH3:24])[n:11][n:12]([CH2:18][CH2:19][N:26]=[N+:27]=[N-:28])[c:13]1[C:14](=[O:15])[O:16][CH3:17]. Starting materials: COC(=O)c1nn(CCBr)c(C(=O)OC)c1OCc1ccccc1, [N-]=[N+]=[N-], [Na+], CN(C)C=O. The yield is 85.0%. Yields the product C(C1=CC=CC=C1)(=O)CNCC=1C=C(C=CC1)C1=CC=C(C=C1)C[C@H](C(=O)OC)NC(=O)OC(C)(C)C (methyl (R)-3-{3′-[(benzoylmethylamino)methyl]biphenyl-4-yl}-2-tert-butoxycarbonylaminopropionate). Starting materials: C(C1=CC=CC=C1)(=O)CNCC=1C=C(C=CC1)C1=CC=C(C=C1)C[C@@H](C(=O)OCC)NC(=O)OC(C)(C)C (ethyl (S)-3-{3′-[(benzoylmethylamino)methyl]biphenyl-4-yl}-2-tert-butoxycarbonylaminopropionate), C(C)(C)(C)OC(=O)N[C@@H](C(=O)OC)CC1=CC=C(C=C1)C1=CC(=CC=C1)CNC (methyl (R)-2-tert-butoxycarbonylamino-3-(3′-methylaminomethylbiphenyl-4-yl)propionate), amide. As a reaction SMILES: [C:1]([CH2:9][NH:10][CH2:11][C:12]1[CH:13]=[C:14]([C:18]2[CH:23]=[CH:22][C:21]([CH2:24][C@H:25]([NH:31][C:32]([O:34][C:35]([CH3:38])([CH3:37])[CH3:36])=[O:33])[C:26]([O:28][CH2:29]C)=[O:27])=[CH:20][CH:19]=2)[CH:15]=[CH:16][CH:17]=1)(=[O:8])[C:2]1[CH:7]=[CH:6][CH:5]=[CH:4][CH:3]=1.C(OC(N[C@H](CC1C=CC(C2C=CC=C(CNC)C=2)=CC=1)C(OC)=O)=O)(C)(C)C>>[C:1]([CH2:9][NH:10][CH2:11][C:12]1[CH:13]=[C:14]([C:18]2[CH:23]=[CH:22][C:21]([CH2:24][C@@H:25]([NH:31][C:32]([O:34][C:35]([CH3:38])([CH3:37])[CH3:36])=[O:33])[C:26]([O:28][CH3:29])=[O:27])=[CH:20][CH:19]=2)[CH:15]=[CH:16][CH:17]=1)(=[O:8])[C:2]1[CH:3]=[CH:4][CH:5]=[CH:6][CH:7]=1. Procedure details: In a manner similar to the preparation of ethyl (S)-3-{3′-[(benzoylmethylamino)methyl]biphenyl-4-yl}-2-tert-butoxycarbonylaminopropionate (Example 28e), using 5.0 g of methyl (R)-2-tert-butoxycarbonylamino-3-(3′-methylaminomethylbiphenyl-4-yl)propionate, 5.6 g of desired amide are obtained with an 85% yield. Reactants: CCCCCCCC, ClCCl, O, O=S(=O)(O)O, CCCCCCCCC(O)(CC(CC)CCCC)c1ccsc1-c1cccs1. Yields the product CCCCCCCCC1(CC(CC)CCCC)c2ccsc2-c2sccc21. Reaction SMILES: [CH3:38][CH2:39][CH2:40][CH2:41][CH2:42][CH2:43][CH2:44][CH3:45].[Cl:34][CH2:35][Cl:36].[OH2:37].[S:1](=[O:2])(=[O:3])([OH:4])[OH:5].[s:6]1[c:7](-[c:29]2[s:30][cH:31][cH:32][cH:33]2)[c:8]([C:11]([CH2:12][CH:13]([CH2:14][CH2:15][CH2:16][CH3:17])[CH2:18][CH3:19])([CH2:20][CH2:21][CH2:22][CH2:23][CH2:24][CH2:25][CH2:26][CH3:27])[OH:28])[cH:9][cH:10]1>>[s:6]1[c:7]2[c:8]([cH:9][cH:10]1)[C:11]([CH2:12][CH:13]([CH2:14][CH2:15][CH2:16][CH3:17])[CH2:18][CH3:19])([CH2:20][CH2:21][CH2:22][CH2:23][CH2:24][CH2:25][CH2:26][CH3:27])[c:33]1[c:29]-2[s:30][cH:31][cH:32]1. The solvent is C(Cl)Cl (DCM). RXN SMILES: [CH:1]([C:3]1[CH:4]=[C:5]([CH:21]=[CH:22][CH:23]=1)[C:6]([N:8]1[CH2:13][CH2:12][N:11]([C:14](OC(C)(C)C)=O)[CH2:10][CH2:9]1)=[O:7])=[O:2].[C:24](O)([C:26](F)(F)F)=[O:25].C1OC1C>C(Cl)Cl>[OH:25][CH:24]([CH3:26])[CH2:14][N:11]1[CH2:10][CH2:9][N:8]([C:6]([C:5]2[CH:4]=[C:3]([CH:23]=[CH:22][CH:21]=2)[CH:1]=[O:2])=[O:7])[CH2:13][CH2:12]1. Conditions: time 3 hour. Yields the product OC(CN1CCN(CC1)C(=O)C=1C=C(C=O)C=CC1)C (3-(4-(2-hydroxypropyl)piperazine-1-carbonyl)benzaldehyde). Isolated yield 23.5%. Reactants: C(=O)C=1C=C(C(=O)N2CCN(CC2)C(=O)OC(C)(C)C)C=CC1 (tert-butyl 4-(3-formylbenzoyl)piperazine-1-carboxylate), C(=O)(C(F)(F)F)O (TFA), C1C(C)O1 (propylene oxide). Procedure details: To a solution of tert-butyl 4-(3-formylbenzoyl)piperazine-1-carboxylate 21 (700 mg, 2. 2 mmol) in DCM (5 mL) was added TFA (1.75 mL, 1.54 mmol) at 0° C. The reaction mixture was stirred at room temperature for 3 h. After 3 h, RM was washed with 10% sodium bicarbonate solution and concentrated. The crude material was dissolved in methanol (4 mL) and propylene oxide (892 mg, 15.3 mmol) was added. The reaction was heated at 55° C. for 15 h. TLC analysis indicated complete consumption of starting ma... Starting materials: C(C)(=O)N1[C@H](C[C@H](C2=CC(=CC=C12)C(=O)O)NC1=CC=C(C=C1)C1=CN=NS1)C ((2S,4R)-1-acetyl-2-methyl-4-{[4-(1,2,3-thiadiazol-5-yl)phen yl]amino}-1,2,3,4-tetrahydroquinoline-6-carboxylic acid), N (ammonia). Yields the product C(C)(=O)N1C(CC(C2=CC(=CC=C12)C(=O)N)NC1=CC=C(C=C1)C1=CN=NS1)C (1-acetyl-2-methyl-4-{[4-(1,2,3-thiadiazol-5-yl)phenyl]amino}-1,2,3,4-tetrahydroquinoline-6-carboxamide). Reaction SMILES: [C:1]([N:4]1[C:13]2[C:8](=[CH:9][C:10]([C:14]([OH:16])=O)=[CH:11][CH:12]=2)[C@H:7]([NH:17][C:18]2[CH:23]=[CH:22][C:21]([C:24]3[S:28][N:27]=[N:26][CH:25]=3)=[CH:20][CH:19]=2)[CH2:6][C@@H:5]1[CH3:29])(=[O:3])[CH3:2].[NH3:30]>>[C:1]([N:4]1[C:13]2[C:8](=[CH:9][C:10]([C:14]([NH2:30])=[O:16])=[CH:11][CH:12]=2)[CH:7]([NH:17][C:18]2[CH:23]=[CH:22][C:21]([C:24]3[S:28][N:27]=[N:26][CH:25]=3)=[CH:20][CH:19]=2)[CH2:6][CH:5]1[CH3:29])(=[O:3])[CH3:2]. Reported procedure: Reactions and treatments were carried out in the same manner as in Example 118, using 61.2 mg of (2S,4R)-1-acetyl-2-methyl-4-{[4-(1,2,3-thiadiazol-5-yl)phen yl]amino}-1,2,3,4-tetrahydroquinoline-6-carboxylic acid instead of (2S,4R)-1-acetyl-2-methyl-4-(4-morpholinophenoxy)-1,2,3,4-tetrahydroquinoline-6-carboxylic acid, and using aqueous ammonia instead of monomethylamine. Thus, 44.9 mg (73.5%, cis:trans=20:1) of the title compound was obtained as a pale yellow amorphous substance. The reactants are C(CC)N1CCC[C@@H]2CC(CC[C@@H]12)=O (trans-(±)-1-n-propyl-6-oxodecahydroquinoline), trans-(±)-1-n-propyl-6-oxo-7-bromodecahydroquinoline hydrobromide, salt, Br (hydrogen bromide), C(Cl)(Cl)Cl (chloroform), NC=1OC2=C(C[C@@H]3CCCN([C@H]3C2)CCC)N1 (trans-(±)-2-amino-5-n-propyl-4,4a,5,6,7,8,8a,9-octahydro-oxazolo[4,5-g]quinoline), BrBr (bromine), NC(=O)N (urea). Yields the product Cl.Cl.NC=1OC2=C(C[C@@H]3CCCN([C@H]3C2)CCC)N1 (trans-(±)-2-amino-5-n-propyl-4,4a,5,6,7,8,8a,9-octahydro-oxazolo[4,5-g]quinoline dihydrochloride). Reaction SMILES: C(N1[C@H]2[C@@H](CC(=O)CC2)CCC1)CC.Br.BrBr.NC(N)=O.[NH2:22][C:23]1[O:24][C:25]2[CH2:34][C@H:33]3[C@@H:28]([CH2:29][CH2:30][CH2:31][N:32]3[CH2:35][CH2:36][CH3:37])[CH2:27][C:26]=2[N:38]=1.C(Cl)(Cl)[Cl:40]>C(O)(=O)C.CO>[ClH:40].[ClH:40].[NH2:22][C:23]1[O:24][C:25]2[CH2:34][C@H:33]3[C@@H:28]([CH2:29][CH2:30][CH2:31][N:32]3[CH2:35][CH2:36][CH3:37])[CH2:27][C:26]=2[N:38]=1 |f:8.9.10|. The solvent is C(C)(=O)O (acetic acid), CO (methanol), C(C)(=O)O (acetic acid), C(C)(=O)O (acetic acid). Reported procedure: A solution was prepared by dissolving 1.95 g. of trans-(±)-1-n-propyl-6-oxodecahydroquinoline in 25 ml. of glacial acetic acid. Two and three tenths milliliters of 37% (by weight) hydrogen bromide in glacial acetic acid were added followed by the dropwise addition of 0.6 ml. of bromine dissolved in 5 ml. of glacial acetic acid. The reaction mixture was stirred for one-half hour after all the reactants had been added. Volatile constituents were then removed in vacuo yielding, as a residue, trans-... The reactants are N1CCC(C(=O)OC)CC1 (Methyl isonipecotate), C1(=CC=CC2=CC=CC=C12)S(=O)(=O)Cl (1-naphthalenesulfonyl chloride). The reagents and catalysts are CN(C)C=1C=CN=CC1 (DMAP). Run in N1=CC=CC=C1 (pyridine). Run at time 8 hour. The product is C1(=CC=CC2=CC=CC=C12)S(=O)(=O)N1CCC(CC1)C(=O)OC (Methyl 1-(naphthalen-1-ylsulfonyl)piperidine-4-carboxylate). The yield is 73.9%. Reaction SMILES: [NH:1]1[CH2:10][CH2:9][CH:4]([C:5]([O:7][CH3:8])=[O:6])[CH2:3][CH2:2]1.[C:11]1([S:21](Cl)(=[O:23])=[O:22])[C:20]2[C:15](=[CH:16][CH:17]=[CH:18][CH:19]=2)[CH:14]=[CH:13][CH:12]=1>CN(C1C=CN=CC=1)C.N1C=CC=CC=1>[C:11]1([S:21]([N:1]2[CH2:10][CH2:9][CH:4]([C:5]([O:7][CH3:8])=[O:6])[CH2:3][CH2:2]2)(=[O:23])=[O:22])[C:20]2[C:15](=[CH:16][CH:17]=[CH:18][CH:19]=2)[CH:14]=[CH:13][CH:12]=1. Procedure: Methyl isonipecotate (1.0 g, 6.9 mmol), 1-naphthalenesulfonyl chloride (1.58 g, 6.9 mmol) and DMAP (0.17 g, 1.4 mmol) were dissolved in pyridine (10 mL). After stirring overnight, the reaction mixture was concentrated in vacuo, diluted with water (15 mL) and extracted into methylene chloride (3×10 mL). The combined organic extracts were dried over anhydrous sodium sulfate and concentrated in vacuo. The resulting yellow oil was purified by column chromatography on SiO2 eluted with hexanes/ethyl a... Starting materials: C(C1=CC=CC=C1)NC1=C(C=NC(=C1)NC1=CC=C(C=C1)N1CCC(CC1)CCOS(=O)(=O)C)CC(=O)N (4-(benzylamino)-6-({4-[4-(2-methylsulfonyloxyethyl)piperidino]phenyl}amino)pyridine-3-carboxyamide), C(C1=CC=CC=C1)NC1=C(C=NC(=C1)NC1=CC=C(C=C1)N1CCC(CC1)CCOS(=O)(=O)C)CC(=O)N (4-(benzylamino)-6-({4-[4-(2-methylsulfonyloxyethyl)piperidino]phenyl}amino)pyridine-3-carboxyamide). The solvent is C(C)O (ethanol), C(C)NCC (diethylamine). Run at temperature 100 celsius, time 3 hour. The product is C(C1=CC=CC=C1)NC1=C(C=NC(=C1)NC1=CC=C(C=C1)N1CCC(CC1)CCN(CC)CC)CC(=O)N (4-(benzylamino)-6-[(4-{4-[2-(diethylamino) ethyl]piperidino}phenyl)amino]pyridine-3-carboxyamide). Isolated yield 135.8%. RXN SMILES: [CH2:1]([NH:8][C:9]1[CH:14]=[C:13]([NH:15][C:16]2[CH:21]=[CH:20][C:19]([N:22]3[CH2:27][CH2:26][CH:25]([CH2:28][CH2:29]OS(C)(=O)=O)[CH2:24][CH2:23]3)=[CH:18][CH:17]=2)[N:12]=[CH:11][C:10]=1[CH2:35][C:36]([NH2:38])=[O:37])[C:2]1[CH:7]=[CH:6][CH:5]=[CH:4][CH:3]=1>C(O)C.C(NCC)C>[CH2:1]([NH:8][C:9]1[CH:14]=[C:13]([NH:15][C:16]2[CH:21]=[CH:20][C:19]([N:22]3[CH2:23][CH2:24][CH:25]([CH2:28][CH2:29][N:8]([CH2:9][CH3:10])[CH2:1][CH3:2])[CH2:26][CH2:27]3)=[CH:18][CH:17]=2)[N:12]=[CH:11][C:10]=1[CH2:35][C:36]([NH2:38])=[O:37])[C:2]1[CH:7]=[CH:6][CH:5]=[CH:4][CH:3]=1. Procedure details: 20 mg of 4-(benzylamino)-6-({4-[4-(2-methylsulfonyloxyethyl)piperidino]phenyl}amino)pyridine-3-carboxyamide (the compound of Example 58) was dissolved in 1 mL of ethanol, to which 0.5 mL of diethylamine was added, and stirred in a sealed tube at 100° C. for 3 hours. After cooling, the solvent was evaporated and the residue was purified by silica gel thin layer chromatography (chloroform:ammonia methanol=10:1) to obtain 13 mg (68%) of the title compound as a slight brown crystalline powder.